Dataset: the Open Reaction Database (ORD), a public repository of structured organic reaction records. Task: describe an organic reaction: reactants, conditions, products, and yield As a reaction SMILES: P(Cl)(Cl)(Cl)=O.[CH3:6][O:7][C:8]1[CH:13]=[CH:12][C:11]([C:14](=O)[CH:15]([C:28]2[CH:33]=[CH:32][C:31]([O:34][CH3:35])=[CH:30][CH:29]=2)[NH:16][C:17](=[O:27])[CH2:18][CH2:19][CH2:20][CH2:21][CH2:22][CH:23]([C:25]#[N:26])[CH3:24])=[CH:10][CH:9]=1>C1(C)C=CC=CC=1>[CH3:35][O:34][C:31]1[CH:32]=[CH:33][C:28]([C:15]2[N:16]=[C:17]([CH2:18][CH2:19][CH2:20][CH2:21][CH2:22][CH:23]([CH3:24])[C:25]#[N:26])[O:27][C:14]=2[C:11]2[CH:10]=[CH:9][C:8]([O:7][CH3:6])=[CH:13][CH:12]=2)=[CH:29][CH:30]=1. Yield: 93.9%. Run at temperature 80 celsius. Reported procedure: 15 g of phosphorus oxychloride is added with stirring to a solution of 13.8 g of (RS)-1,2-bis(4-methoxyphenyl)-2-(7-cyanooctanamido)ethanone in 65 cm3 of toluene, and the mixture is heated to 80° C. for 4 hours. The solution is poured onto 50 g of ice, the toluene phase is separated after settling has taken place and the aqueous phase is extracted with twice 50 cm3 of ethyl acetate. The combined organic extracts are washed with water (3 times 20 cm3) and with 30 cm3 of saturated aqueous sodium c... Yields the product COC1=CC=C(C=C1)C=1N=C(OC1C1=CC=C(C=C1)OC)CCCCCC(C#N)C ((RS)-7-[4,5-bis(4-methoxyphenyl)-2-oxazolyl]-2-methylheptanenitrile). The reactants are P(=O)(Cl)(Cl)Cl (phosphorus oxychloride), COC1=CC=C(C=C1)C(C(NC(CCCCCC(C)C#N)=O)C1=CC=C(C=C1)OC)=O ((RS)-1,2-bis(4-methoxyphenyl)-2-(7-cyanooctanamido)ethanone), ice. Solvent: C1(=CC=CC=C1)C (toluene). Reaction SMILES: [CH2:1]([CH2:2][CH2:3][CH2:4][CH2:5][CH2:6][CH2:7][CH2:8][CH2:9][CH2:10][CH2:11][CH2:12][CH2:13][CH2:14][CH2:15][CH2:16][CH2:17][CH3:18])[N:19]([CH2:20][CH2:21][CH2:22][CH2:23][CH2:24][CH2:25][CH2:26][CH2:27][CH2:28][CH2:29][CH2:30][CH2:31][CH2:32][CH2:33][CH2:34][CH2:35][CH2:36][CH3:37])[CH2:38][c:39]1[cH:40][cH:41][c:42]([C:45]#[N:46])[cH:43][cH:44]1.[CH3:47][OH:48].[OH2:49]>>[CH2:1]([CH2:2][CH2:3][CH2:4][CH2:5][CH2:6][CH2:7][CH2:8][CH2:9][CH2:10][CH2:11][CH2:12][CH2:13][CH2:14][CH2:15][CH2:16][CH2:17][CH3:18])[N:19]([CH2:20][CH2:21][CH2:22][CH2:23][CH2:24][CH2:25][CH2:26][CH2:27][CH2:28][CH2:29][CH2:30][CH2:31][CH2:32][CH2:33][CH2:34][CH2:35][CH2:36][CH3:37])[CH2:38][c:39]1[cH:40][cH:41][c:42]([C:45]([O:48][CH3:47])=[O:49])[cH:43][cH:44]1. The product is CCCCCCCCCCCCCCCCCCN(CCCCCCCCCCCCCCCCCC)Cc1ccc(C(=O)OC)cc1. Starting materials: CCCCCCCCCCCCCCCCCCN(CCCCCCCCCCCCCCCCCC)Cc1ccc(C#N)cc1, CO, O. The reactants are N1C=CC2=C(C=CC=C12)C(CCN)C1=CC=CC=C1 (3-(1H-Indol-4-yl)-3-phenyl-propylamine), TEA, ClC(=O)OC (methyl chloroformate). The solvent is C(Cl)Cl (DCM), C(Cl)Cl (DCM). Conditions: temperature 0 celsius, time 30 minute. Product: COC(NCCC(C1=CC=CC=C1)C1=C2C=CNC2=CC=C1)=O ([3-(1H-Indol-4-yl)-3-phenyl-propyl]-carbamic acid methylester). Yield: 97.3%. RXN SMILES: [NH:1]1[C:9]2[C:4](=[C:5]([CH:10]([C:14]3[CH:19]=[CH:18][CH:17]=[CH:16][CH:15]=3)[CH2:11][CH2:12][NH2:13])[CH:6]=[CH:7][CH:8]=2)[CH:3]=[CH:2]1.Cl[C:21]([O:23][CH3:24])=[O:22]>C(Cl)Cl>[CH3:24][O:23][C:21](=[O:22])[NH:13][CH2:12][CH2:11][CH:10]([C:5]1[CH:6]=[CH:7][CH:8]=[C:9]2[C:4]=1[CH:3]=[CH:2][NH:1]2)[C:14]1[CH:15]=[CH:16][CH:17]=[CH:18][CH:19]=1. Procedure: To a stirring solution of 3-(1H-indol-4-yl)-3-phenyl-propylamine (III) (0.40 g, 1.6 mmol) in DCM (15 ml), under N2, was added TEA (0.23 ml, 1.7 mmol). The mixture was cooled to about 0° C. and methyl chloroformate (0.13 ml, 1.7 mmol) in DCM (10 ml) was added dropwise over 15 minutes. The mixture was stirred at room temperature for 30 minutes, quenched by addition of H2O, and stirred for 10 min. The mixture was washed successively with H2O and brine, dried over Na2SO4, filtered, and concentrated ... RXN SMILES: [O:38]1[CH:39]([CH2:43][NH:44][CH2:45][CH3:46])[CH2:40][CH2:41][CH2:42]1.[O:47]=[CH:48][N:49]([CH3:50])[CH3:51].[o:1]1[cH:2][n:3][cH:4][c:5]1-[c:6]1[cH:7][cH:8][c:9]([NH:12][c:13]2[n:14][c:15]([O:30][S:31]([C:32]([F:33])([F:34])[F:35])(=[O:36])=[O:37])[c:16]3[c:17]([n:18]2)[CH2:19][CH2:20][N:21]([C:23](=[O:24])[O:25][C:26]([CH3:27])([CH3:28])[CH3:29])[CH2:22]3)[cH:10][cH:11]1>>[o:1]1[cH:2][n:3][cH:4][c:5]1-[c:6]1[cH:7][cH:8][c:9]([NH:12][c:13]2[n:14][c:15]([N:44]([CH2:43][CH:39]3[O:38][CH2:42][CH2:41][CH2:40]3)[CH2:45][CH3:46])[c:16]3[c:17]([n:18]2)[CH2:19][CH2:20][N:21]([C:23](=[O:24])[O:25][C:26]([CH3:27])([CH3:28])[CH3:29])[CH2:22]3)[cH:10][cH:11]1. Yields the product CCN(CC1CCCO1)c1nc(Nc2ccc(-c3cnco3)cc2)nc2c1CN(C(=O)OC(C)(C)C)CC2. Starting materials: CCNCC1CCCO1, CN(C)C=O, CC(C)(C)OC(=O)N1CCc2nc(Nc3ccc(-c4cnco4)cc3)nc(OS(=O)(=O)C(F)(F)F)c2C1.